From a dataset of the Open Reaction Database (ORD), a public repository of structured organic reaction records. describe an organic reaction: reactants, conditions, products, and yield The reactants are SC1=C(C(=O)O)C=CC(=C1)OC (2-Mercapto-4-methoxybenzoic acid), C(#N)C1=CC=CC(=N1)CCC(=O)OC(C)(C)C (tert-butyl 3-(6-cyano-2-pyridyl)propanoate). Solvent: N1=CC=CC=C1 (pyridine). Yields the product COC1=CC2=C(C(N=C(S2)C2=CC=CC(=N2)CCC(=O)OC(C)(C)C)=O)C=C1 (tert-Butyl 3-[6-(7-methoxy-4-oxo-4H-1,3-benzothiazin-2-yl)-2-pyridyl]propanoate). Yield: 46.3%. Reaction SMILES: [SH:1][C:2]1[CH:10]=[C:9]([O:11][CH3:12])[CH:8]=[CH:7][C:3]=1[C:4]([OH:6])=O.[C:13]([C:15]1[N:20]=[C:19]([CH2:21][CH2:22][C:23]([O:25][C:26]([CH3:29])([CH3:28])[CH3:27])=[O:24])[CH:18]=[CH:17][CH:16]=1)#[N:14]>N1C=CC=CC=1>[CH3:12][O:11][C:9]1[CH:8]=[CH:7][C:3]2[C:4](=[O:6])[N:14]=[C:13]([C:15]3[N:20]=[C:19]([CH2:21][CH2:22][C:23]([O:25][C:26]([CH3:29])([CH3:28])[CH3:27])=[O:24])[CH:18]=[CH:17][CH:16]=3)[S:1][C:2]=2[CH:10]=1. Procedure details: 2-Mercapto-4-methoxybenzoic acid (1.26 g, 6.8 mmol) and tert-butyl 3-(6-cyano-2-pyridyl)propanoate (1.21 g, 5.2 mmol) were dissolved in pyridine (10 ml), and the reaction mixture was refluxed for 24 hrs. The reaction mixture was concentrated under reduced pressure, subjected to a silica gel column chromatography, eluted with hexane-ethyl acetate (1:1, v/v) and recrystallized from ethyl acetate-hexane to give the titled compound (0.96 g, 46%). The reactants are C(C)(C)(C)OC(=O)N1CCC(CC1)NC(=O)NC1=NN2C(C(=C(C(=C2)C=2N(N=CC2)C2=CC=C(C=C2)C#N)C)C2=CC(=CC=C2)C(F)(F)F)=N1 (4-{3-[6-[2-(4-cyano-phenyl)-2H-pyrazol-3-yl]-7-methyl-8-(3-trifluoromethyl-phenyl)-[1,2,4]triazolo[1,5-a]pyridin-2-yl]-ureido}-piperidine-1-carboxylic acid tert-butyl ester), C(=O)(C(F)(F)F)O (TFA), C1(=CC=CC=C1)C (toluene). The solvent is C(Cl)Cl (DCM). Run at time 1 hour. Product: C(#N)C1=CC=C(C=C1)N1N=CC=C1C=1C(=C(C=2N(C1)N=C(N2)NC(=O)NC2CCNCC2)C2=CC(=CC=C2)C(F)(F)F)C (1-[6-[2-(4-Cyano-phenyl)-2H-pyrazol-3-yl]-7-methyl-8-(3-trifluoromethyl-phenyl)-[1,2,4]triazolo[1,5-a]pyridin-2-yl]-3-piperidin-4-yl-urea). The yield is 74.4%. As a reaction SMILES: C(OC([N:8]1[CH2:13][CH2:12][CH:11]([NH:14][C:15]([NH:17][C:18]2[N:50]=[C:21]3[C:22]([C:40]4[CH:45]=[CH:44][CH:43]=[C:42]([C:46]([F:49])([F:48])[F:47])[CH:41]=4)=[C:23]([CH3:39])[C:24]([C:26]4[N:27]([C:31]5[CH:36]=[CH:35][C:34]([C:37]#[N:38])=[CH:33][CH:32]=5)[N:28]=[CH:29][CH:30]=4)=[CH:25][N:20]3[N:19]=2)=[O:16])[CH2:10][CH2:9]1)=O)(C)(C)C.C(O)(C(F)(F)F)=O.C1(C)C=CC=CC=1>C(Cl)Cl>[C:37]([C:34]1[CH:33]=[CH:32][C:31]([N:27]2[C:26]([C:24]3[C:23]([CH3:39])=[C:22]([C:40]4[CH:45]=[CH:44][CH:43]=[C:42]([C:46]([F:49])([F:47])[F:48])[CH:41]=4)[C:21]4[N:20]([N:19]=[C:18]([NH:17][C:15]([NH:14][CH:11]5[CH2:10][CH2:9][NH:8][CH2:13][CH2:12]5)=[O:16])[N:50]=4)[CH:25]=3)=[CH:30][CH:29]=[N:28]2)=[CH:36][CH:35]=1)#[N:38]. Reported procedure: To a solution of 4-{3-[6-[2-(4-cyano-phenyl)-2H-pyrazol-3-yl]-7-methyl-8-(3-trifluoromethyl-phenyl)-[1,2,4]triazolo[1,5-a]pyridin-2-yl]-ureido}-piperidine-1-carboxylic acid tert-butyl ester (Int. 32, 95 mg, 0.14 mmol) in DCM (2 mL) was added TFA (1 mL) and the solution was stirred at RT for 1 hr, then toluene (10 mL) was added and the reaction mixture concentrated in vacuo. The reaction mixture was partitioned between DCM (15 ml) and aqueous 2 M Na2CO3, and the organic extract was dried (Na2SO4)...